Dataset: the Open Reaction Database (ORD), a public repository of structured organic reaction records. Task: describe an organic reaction: reactants, conditions, products, and yield Starting materials: Cl (HCl), N1=C(SC2=C1C1=C(OCC2)C=CC=C1)NCC1CCC(CC1)NC(CC)=O (N1-{4-[(4,5-dihydrobenzo[2,3]oxepino[4,5-d][1,3]thiazol-2-ylamino)methyl]cyclohexyl}propanamide), [OH-].[Na+] (NaOH). The solvent is C1CCOC1 (THF), C1CCOC1 (THF). Run at time 52 hour. Yields the product C(CC)NC1CCC(CC1)CNC=1SC2=C(N1)C1=C(OCC2)C=CC=C1 (N2-{[4-(propylamino)cyclohexyl]methyl}-4,5-dihydrobenzo-[2,3]oxepino[4,5-d][1,3]thiazol-2-amine). The yield is 76.9%. As a reaction SMILES: [N:1]1[C:5]2[C:6]3[CH:14]=[CH:13][CH:12]=[CH:11][C:7]=3[O:8][CH2:9][CH2:10][C:4]=2[S:3][C:2]=1[NH:15][CH2:16][CH:17]1[CH2:22][CH2:21][CH:20]([NH:23][C:24](=O)[CH2:25][CH3:26])[CH2:19][CH2:18]1.Cl.[OH-].[Na+]>C1COCC1>[CH2:24]([NH:23][CH:20]1[CH2:21][CH2:22][CH:17]([CH2:16][NH:15][C:2]2[S:3][C:4]3[CH2:10][CH2:9][O:8][C:7]4[CH:11]=[CH:12][CH:13]=[CH:14][C:6]=4[C:5]=3[N:1]=2)[CH2:18][CH2:19]1)[CH2:25][CH3:26] |f:2.3|. Reported procedure: To a stirred solution of N1-{4-[(4,5-dihydrobenzo[2,3]oxepino[4,5-d][1,3]thiazol-2-ylamino)methyl]cyclohexyl}propanamide (0.405 g, 1.05 mmol) in anhydrous THF (4 ml) was added 1M BH3 in THF (5.5 ml, 5.5 mmol). The solution was stirred at room temperature for 52 hours. 4N HCl (12 ml) was added slowly and stirring continued for 30 minutes thereafter. The solution was poured into 2N NaOH (60 ml) and extracted with EtOAc. The extract was washed with 10% brine, separated and evaporated to yield 77% (... The reactants are C(CC)N(C1=CC=C(C=O)C=C1)CCC (p-di-n-propylaminobenzaldehyde), C1(=CC=C(C=C1)C(=CCP(OCC)(OCC)[O-])C1=CC=C(C=C1)C)C (diethyl 3,3-di(p-tolyl)allylphosphite), CC(C)([O-])C.[K+] (potassium tert-butoxide). Solvent: CN(C)C=O (DMF). Yields the product C1(=CC=CC=C1)C(=CC=CC1=CC=C(C=C1)N(CCC)CCC)C1=CC=CC=C1 (1,1-diphenyl-4-(p-di-n-propylaminophenyl)-1,3-butadiene). Yield: 61.6%. As a reaction SMILES: [CH2:1]([N:4]([CH2:13][CH2:14][CH3:15])[C:5]1[CH:12]=[CH:11][C:8]([CH:9]=O)=[CH:7][CH:6]=1)[CH2:2][CH3:3].[C:16]1(C)[CH:21]=[CH:20][C:19]([C:22]([C:33]2[CH:38]=[CH:37][C:36](C)=[CH:35][CH:34]=2)=[CH:23][CH2:24]P([O-])(OCC)OCC)=[CH:18][CH:17]=1.CC(C)([O-])C.[K+]>CN(C=O)C>[C:19]1([C:22]([C:33]2[CH:34]=[CH:35][CH:36]=[CH:37][CH:38]=2)=[CH:23][CH:24]=[CH:9][C:8]2[CH:11]=[CH:12][C:5]([N:4]([CH2:13][CH2:14][CH3:15])[CH2:1][CH2:2][CH3:3])=[CH:6][CH:7]=2)[CH:20]=[CH:21][CH:16]=[CH:17][CH:18]=1 |f:2.3|. Procedure: Using 2.05 g (10.0 mmol) of p-di-n-propylaminobenzaldehyde, 3.6 g (10.9 mmol) of diethyl 3,3-diphenylallylphosphite ((5), R1=R2=H, R=Et), 1.3 g (11.6 mmol) of potassium tert-butoxide, and 15 ml of DMF, the same treatments as in step (5) in Example 1 were performed. Thus, 2.35 g of 1,1-diphenyl-4-(p-di-n-propylaminophenyl)-1,3-butadiene was obtained. Starting materials: FC(S(=O)(=O)OS(=O)(=O)C(F)(F)F)(F)F (Trifluoromethanesulfonic anhydride), CC=1C(=CC=C2CCC(OC12)C1=CC=CC=C1)O (8-methyl-2-phenylchroman-7-ol). The solvent is C(Cl)Cl (DCM), N1=CC=CC=C1 (pyridine), CCOC(=O)C (EtOAc). Conditions: time 30 minute. The product is FC(S(=O)(=O)OC1=CC=C2CCC(OC2=C1C)C1=CC=CC=C1)(F)F (8-methyl-2-phenylchroman-7-yl trifluoromethanesulfonate). The yield is 89.0%. As a reaction SMILES: [F:1][C:2]([F:15])([F:14])[S:3]([O:6]S(C(F)(F)F)(=O)=O)(=[O:5])=[O:4].[CH3:16][C:17]1[C:18](O)=[CH:19][CH:20]=[C:21]2[C:26]=1[O:25][CH:24]([C:27]1[CH:32]=[CH:31][CH:30]=[CH:29][CH:28]=1)[CH2:23][CH2:22]2>C(Cl)Cl.N1C=CC=CC=1.CCOC(C)=O>[F:1][C:2]([F:15])([F:14])[S:3]([O:6][C:18]1[C:17]([CH3:16])=[C:26]2[C:21]([CH2:22][CH2:23][CH:24]([C:27]3[CH:28]=[CH:29][CH:30]=[CH:31][CH:32]=3)[O:25]2)=[CH:20][CH:19]=1)(=[O:5])=[O:4]. Procedure: Step 2 Trifluoromethanesulfonic anhydride (0.613 mL, 3.63 mmol) was added dropwise to a solution of 8-methyl-2-phenylchroman-7-ol (671 mg, 2.79 mmol) in DCM (10 mL) and pyridine (10 mL) at 0° C. After 30 min, the mixture was diluted with EtOAc (70 mL), washed with water (2×30 mL) and brine (30 mL), dried and concentrated. The residue was purified by column chromatography (eluting with a gradient from 95:5 to 85:15 hexane-EtOAc) to give 8-methyl-2-phenylchroman-7-yl trifluoromethanesulfonate as c... The product is COc1cccc(Nc2cc(F)c(F)cc2C(=O)O)c1. Reaction SMILES: [CH3:13][O:14][c:15]1[cH:16][c:17]([NH2:18])[cH:19][cH:20][cH:21]1.[CH3:1][CH2:2][CH2:3][CH2:4][Li:5].[CH:6]([NH:7][CH:8]([CH3:9])[CH3:10])([CH3:11])[CH3:12].[F:22][c:23]1[c:24]([C:25](=[O:26])[OH:27])[cH:28][c:29]([F:33])[c:30]([F:32])[cH:31]1>>[CH3:13][O:14][c:15]1[cH:16][c:17]([NH:18][c:23]2[c:24]([C:25](=[O:26])[OH:27])[cH:28][c:29]([F:33])[c:30]([F:32])[cH:31]2)[cH:19][cH:20][cH:21]1. Reactants: COc1cccc(N)c1, [Li]CCCC, CC(C)NC(C)C, O=C(O)c1cc(F)c(F)cc1F. The reactants are CS(=O)(=O)OCCCCc1ccc(OCc2coc(C=Cc3ccccc3)n2)cc1, c1ccc2[nH]cnc2c1. Product: C(=Cc1nc(COc2ccc(CCCCn3cnc4ccccc43)cc2)co1)c1ccccc1. RXN SMILES: [CH3:10][S:11]([O:12][CH2:15][CH2:16][CH2:17][CH2:18][c:19]1[cH:20][cH:21][c:22]([O:25][CH2:26][c:27]2[n:28][c:29]([CH:32]=[CH:33][c:34]3[cH:35][cH:36][cH:37][cH:38][cH:39]3)[o:30][cH:31]2)[cH:23][cH:24]1)(=[O:13])=[O:14].[n:1]1[cH:2][nH:3][c:4]2[c:5]1[cH:6][cH:7][cH:8][cH:9]2>>[n:1]1([CH2:15][CH2:16][CH2:17][CH2:18][c:19]2[cH:20][cH:21][c:22]([O:25][CH2:26][c:27]3[n:28][c:29]([CH:32]=[CH:33][c:34]4[cH:35][cH:36][cH:37][cH:38][cH:39]4)[o:30][cH:31]3)[cH:23][cH:24]2)[cH:2][n:3][c:4]2[c:5]1[cH:6][cH:7][cH:8][cH:9]2. Reactants: ClC1=CC=C2C=CNC2=C1 (6-chloroindole), C(C)(C)(C)OC(=O)N1CCC(CC1)=O (t-butyl-4-oxo-1-piperidinecarboxylate), N1CCCC1 (pyrrolidine). Solvent: C(C)O (ethanol). Product: C(C)(C)(C)OC(=O)N1CCC(=CC1)C1=CNC2=CC(=CC=C12)Cl (3-[1-(t-butoxycarbonyl)-1,2,3,6-tetrahydro-4-pyridinyl]-6-chloroindole). Yield: 72.2%. As a reaction SMILES: [Cl:1][C:2]1[CH:10]=[C:9]2[C:5]([CH:6]=[CH:7][NH:8]2)=[CH:4][CH:3]=1.[C:11]([O:15][C:16]([N:18]1[CH2:23][CH2:22][C:21](=O)[CH2:20][CH2:19]1)=[O:17])([CH3:14])([CH3:13])[CH3:12].N1CCCC1>C(O)C>[C:11]([O:15][C:16]([N:18]1[CH2:19][CH:20]=[C:21]([C:6]2[C:5]3[C:9](=[CH:10][C:2]([Cl:1])=[CH:3][CH:4]=3)[NH:8][CH:7]=2)[CH2:22][CH2:23]1)=[O:17])([CH3:14])([CH3:12])[CH3:13]. Procedure details: A stirred solution of 6-chloroindole (455 mg, 3.0 mmol), t-butyl-4-oxo-1-piperidinecarboxylate (650 mg, 3.3 mmol), and pyrrolidine (0.62 mL, 7.4 mmol) in ethanol (10 mL) was heated at reflux for 16 hours. Solvent was evaporated and the residue was recrystallized from ethyl acetate and hexanes to afford a yellow solid (721 mg, 72%).